From a dataset of the Open Reaction Database (ORD), a public repository of structured organic reaction records. describe an organic reaction: reactants, conditions, products, and yield The reactants are CN(C1(CCC(CC1)=O)CC1=CC(=CC=C1)F)C (4-dimethylamino-4-(3-fluorobenzyl)cyclohexanone), C(C1=CC=CC=C1)[Mg]Cl (benzylmagnesium chloride). Run in C1CCOC1 (THF). Yields the product C(C1=CC=CC=C1)C1(CCC(CC1)(CC1=CC(=CC=C1)F)N(C)C)O (1-benzyl-4-dimethylamino-4-(3-fluorobenzyl)cyclohexanol). Reaction SMILES: [CH3:1][N:2]([CH3:18])[C:3]1([CH2:10][C:11]2[CH:16]=[CH:15][CH:14]=[C:13]([F:17])[CH:12]=2)[CH2:8][CH2:7][C:6](=[O:9])[CH2:5][CH2:4]1.[CH2:19]([Mg]Cl)[C:20]1[CH:25]=[CH:24][CH:23]=[CH:22][CH:21]=1>C1COCC1>[CH2:19]([C:6]1([OH:9])[CH2:7][CH2:8][C:3]([N:2]([CH3:1])[CH3:18])([CH2:10][C:11]2[CH:16]=[CH:15][CH:14]=[C:13]([F:17])[CH:12]=2)[CH2:4][CH2:5]1)[C:20]1[CH:25]=[CH:24][CH:23]=[CH:22][CH:21]=1. Procedure: 4.67 g 4-dimethylamino-4-(3-fluorobenzyl)cyclohexanone were reacted with 1.0 molar benzylmagnesium chloride solution in THF analogously to the preparation of 4-dimethylamino-4-(4-fluorobenzyl)-1-phenethylcyclohexanol. After chromatography over silica gel, the nonpolar diastereoisomer of 1-benzyl-4-dimethylamino-4-(3-fluorobenzyl)cyclohexanol obtained was converted into 261 mg of the corresponding hydrochloride as described for example 4. Reactants: FC(C(=O)NCCC1=CC=C(C=C1)Cl)(F)F (N-trifluoroacetyl-4-chlorophenethylamine), [B-](F)(F)(F)F.C1=CC=NC=C1.C1=CC=NC=C1.[IH2+] (bis(pyridine)iodonium(I)tetrafluoroborate), C(F)(F)(F)S(=O)(=O)O (CF3SO3H). Solvent: ClCCl (dichloromethane). Conditions: time 8 hour. Product: FC(C(=O)NCCC1=C(C=C(C=C1)Cl)I)(F)F (N-Trifluoroacetyl-2-iodo-4-chlorophenethylamine). Yield: 38.9%. As a reaction SMILES: [F:1][C:2]([F:16])([F:15])[C:3]([NH:5][CH2:6][CH2:7][C:8]1[CH:13]=[CH:12][C:11]([Cl:14])=[CH:10][CH:9]=1)=[O:4].[B-](F)(F)(F)F.C1C=CN=CC=1.C1C=CN=CC=1.[IH2+:34].C(S(O)(=O)=O)(F)(F)F>ClCCl>[F:16][C:2]([F:1])([F:15])[C:3]([NH:5][CH2:6][CH2:7][C:8]1[CH:13]=[CH:12][C:11]([Cl:14])=[CH:10][C:9]=1[I:34])=[O:4] |f:1.2.3.4|. Reported procedure: A solution of N-trifluoroacetyl-4-chlorophenethylamine (1.6 g, 6.4 mmol) in dichloromethane (20 mL) was treated with bis(pyridine)iodonium(I)tetrafluoroborate (2.6 g, 7.0 mmol), CF3SO3H (2.1 g, 14.1 mmol) and stirred overnight at 20 C. The product mixture was concentrated, dissolved in EtOAc (100 mL), washed twice with 5% aqueous sodium bisulfite (50 mL), twice with saturated aqueous NaHCO3, (50 mL) once to with brine (50 mL), dried with Na2SO4 and concentrated to give 0.94 g of a clear oil. MS ... Isolated yield 57.8%. RXN SMILES: [C:1]([O:5][C:6]([NH:8][C:9]1[C:14]([CH3:15])=[CH:13][CH:12]=[CH:11][N:10]=1)=[O:7])([CH3:4])([CH3:3])[CH3:2].C([Li])(CC)C.CON(C)[C:24](=[O:29])[CH2:25][CH2:26][CH2:27][CH3:28]>O1CCCC1.CCOCC>[C:1]([O:5][C:6]([NH:8][C:9]1[C:14]([CH2:15][C:24](=[O:29])[CH2:25][CH2:26][CH2:27][CH3:28])=[CH:13][CH:12]=[CH:11][N:10]=1)=[O:7])([CH3:4])([CH3:3])[CH3:2]. The reactants are C(C)(CC)[Li] (sec-butyllithium), C(C)(C)(C)OC(=O)NC1=NC=CC=C1C (2-(t-butoxycarbonylamino)-3-methylpyridine), CON(C(CCCC)=O)C (N-methoxy-N-methylvaleramide). Run at time 10 minute. Reported procedure: A solution of 2-(t-butoxycarbonylamino)-3-methylpyridine (X) (5.3 g) (prepared, e.g., as described in Preparation 17), in tetrahydrofuran (100 ml) was cooled to -50° C. and a solution of sec-butyllithium (46 ml of 1.3M in cyclohexane) was added. After 10 minutes, the dark solution was treated with N-methoxy-N-methylvaleramide (4.4 g) and the resulting solution was stirred 10 minutes. The mixture was diluted with ether, washed with water, dried over sodium sulfate and evaporated. Crystallization ... Yields the product C(C)(C)(C)OC(=O)NC1=NC=CC=C1CC(CCCC)=O (1-[2-(t-butoxycarbonylamino)pyridin-3-yl]hexan-2-one). Run in CCOCC (ether), O1CCCC1 (tetrahydrofuran). Product: CS(=O)(=O)c1ccc(C(CC2CCCC2)C(=O)Nc2ccncn2)cc1C(F)(F)F. Reactants: ClCCl, CN(C)C=O, CS(=O)(=O)c1ccc(C(CC2CCCC2)C(=O)O)cc1C(F)(F)F, O=C(Cl)C(=O)Cl, Nc1ccncn1, C1CCOC1, O, c1ccncc1. As a reaction SMILES: [CH2:44]([Cl:45])[Cl:46].[CH3:47][N:48]([CH3:49])[CH:50]=[O:51].[CH:1]1([CH2:6][CH:7]([C:8](=[O:9])[OH:10])[c:11]2[cH:12][c:13]([C:21]([F:22])([F:23])[F:24])[c:14]([S:17](=[O:18])(=[O:19])[CH3:20])[cH:15][cH:16]2)[CH2:2][CH2:3][CH2:4][CH2:5]1.[Cl:25][C:26]([C:27]([Cl:28])=[O:29])=[O:30].[NH2:31][c:32]1[n:33][cH:34][n:35][cH:36][cH:37]1.[O:52]1[CH2:53][CH2:54][CH2:55][CH2:56]1.[OH2:57].[cH:38]1[cH:39][cH:40][n:41][cH:42][cH:43]1>>[CH:1]1([CH2:6][CH:7]([C:8](=[O:10])[NH:31][c:32]2[n:33][cH:34][n:35][cH:36][cH:37]2)[c:11]2[cH:12][c:13]([C:21]([F:22])([F:23])[F:24])[c:14]([S:17](=[O:18])(=[O:19])[CH3:20])[cH:15][cH:16]2)[CH2:2][CH2:3][CH2:4][CH2:5]1. Reactants: O.NN (hydrazine hydrate), [H][H] (hydrogen), C1(C=2C(C(N1C#CCCCCC1=CC(=CC=C1)Cl)=O)=CC=CC2)=O (1-(phthalimido)-6-(3-chlorophenyl)hex-1-yne). Reagents/catalysts: [Pt]=O (platinum oxide). Run in CCOCC (ether), CO (methanol). Reaction conditions: temperature 5 celsius, time 72 hour. Product: ClC=1C=C(C=CC1)CCCCCCN (6-(3-chlorophenyl)hexylamine). Reaction SMILES: C1(=O)[N:5]([C:6]#[C:7][CH2:8][CH2:9][CH2:10][CH2:11][C:12]2[CH:17]=[CH:16][CH:15]=[C:14]([Cl:18])[CH:13]=2)C(=O)C2=CC=CC=C12.[H][H].O.NN>CO.CCOCC.[Pt]=O>[Cl:18][C:14]1[CH:13]=[C:12]([CH2:11][CH2:10][CH2:9][CH2:8][CH2:7][CH2:6][NH2:5])[CH:17]=[CH:16][CH:15]=1 |f:2.3|. Reported procedure: A suspension of 1-(phthalimido)-6-(3-chlorophenyl)hex-1-yne (10 g, 30 mmol) in methanol (100 ml) was treated with platinum oxide (250 mg) and the mixture hydrogenated at 50 psi for 72 h. Further quantities of catalyst were added at intervals and when the theoretical uptake of hydrogen was complete, the mixture was filtered and the filtrate evaporated to a brown oil (9.5 g, 96%). This was dissolved in IMS 99 (100 ml) and treated with hydrazine hydrate (2.8 g, 56 mmol) under reflux for 16 h. The m... The reactants are Oc1ccc(Br)nc1, CC(C)(C)[Si](C)(C)OCC(CO)CO[Si](C)(C)C(C)(C)C, C1CCOC1, c1ccc(P(c2ccccc2)c2ccccc2)cc1. The product is CC(C)(C)[Si](C)(C)OCC(COc1ccc(Br)nc1)CO[Si](C)(C)C(C)(C)C. As a reaction SMILES: [Br:22][c:23]1[cH:24][cH:25][c:26]([OH:29])[cH:27][n:28]1.[C:1]([CH3:2])([CH3:3])([CH3:4])[Si:5]([O:6][CH2:7][CH:8]([CH2:9][OH:10])[CH2:11][O:12][Si:13]([CH3:14])([CH3:15])[C:16]([CH3:17])([CH3:18])[CH3:19])([CH3:20])[CH3:21].[CH2:49]1[O:50][CH2:51][CH2:52][CH2:53]1.[c:30]1([P:31]([c:32]2[cH:33][cH:34][cH:35][cH:36][cH:37]2)[c:38]2[cH:39][cH:40][cH:41][cH:42][cH:43]2)[cH:44][cH:45][cH:46][cH:47][cH:48]1>>[C:1]([CH3:2])([CH3:3])([CH3:4])[Si:5]([O:6][CH2:7][CH:8]([CH2:9][O:10][c:26]1[cH:25][cH:24][c:23]([Br:22])[n:28][cH:27]1)[CH2:11][O:12][Si:13]([CH3:14])([CH3:15])[C:16]([CH3:17])([CH3:18])[CH3:19])([CH3:20])[CH3:21]. Starting materials: CS(=O)(=O)c1ccc(CS(=O)(=O)O)cc1, ClC(Cl)Cl, [Na]. Product: CS(=O)(=O)c1ccc(CS(=O)(=O)Cl)cc1. As a reaction SMILES: [CH3:1][S:2](=[O:3])(=[O:4])[c:5]1[cH:6][cH:7][c:8]([CH2:11][S:12](=[O:13])(=[O:14])[OH:15])[cH:9][cH:10]1.[CH:17]([Cl:18])([Cl:19])[Cl:20].[Na:16]>>[CH3:1][S:2](=[O:3])(=[O:4])[c:5]1[cH:6][cH:7][c:8]([CH2:11][S:12](=[O:13])(=[O:15])[Cl:18])[cH:9][cH:10]1.